Dataset: the Open Reaction Database (ORD), a public repository of structured organic reaction records. Task: describe an organic reaction: reactants, conditions, products, and yield Reactants: ClC=1C=C(C=CC1OC(C)C)C1=NC(=NS1)C=1C(=C(C=CC1)CC=O)CC ([3-(5-{3-chloro-4-[(1-methylethyl)oxy]phenyl}-1,2,4-thiadiazol-3-yl)-2-ethylphenyl]acetaldehyde), N1CC(C1)C(=O)OC (methyl 3-azetidinecarboxylate), C(C)(=O)O (acetic acid), C(C)(=O)O[BH-](OC(C)=O)OC(C)=O.[Na+] (sodium triacetoxyborohydride). Solvent: ClCCl (dichloromethane), CN(C=O)C (N,N-dimethylformamide). Conditions: time 5 hour. Product: ClC=1C=C(C=CC1OC(C)C)C1=NC(=NS1)C=1C(=C(C=CC1)CCN1CC(C1)C(=O)O)CC (1-{2-[3-(5-{3-chloro-4-[(1-methylethyl)oxy]phenyl}-1,2,4-thiadiazol-3-yl)-2-ethylphenyl]ethyl}-3-azetidinecarboxylic acid). Isolated yield 26.4%. As a reaction SMILES: [Cl:1][C:2]1[CH:3]=[C:4]([C:12]2[S:16][N:15]=[C:14]([C:17]3[C:18]([CH2:26][CH3:27])=[C:19]([CH2:23][CH:24]=O)[CH:20]=[CH:21][CH:22]=3)[N:13]=2)[CH:5]=[CH:6][C:7]=1[O:8][CH:9]([CH3:11])[CH3:10].[NH:28]1[CH2:31][CH:30]([C:32]([O:34]C)=[O:33])[CH2:29]1.C(O)(=O)C.C(O[BH-](OC(=O)C)OC(=O)C)(=O)C.[Na+]>ClCCl.CN(C)C=O>[Cl:1][C:2]1[CH:3]=[C:4]([C:12]2[S:16][N:15]=[C:14]([C:17]3[C:18]([CH2:26][CH3:27])=[C:19]([CH2:23][CH2:24][N:28]4[CH2:29][CH:30]([C:32]([OH:34])=[O:33])[CH2:31]4)[CH:20]=[CH:21][CH:22]=3)[N:13]=2)[CH:5]=[CH:6][C:7]=1[O:8][CH:9]([CH3:11])[CH3:10] |f:3.4|. Procedure: To a solution of [3-(5-{3-chloro-4-[(1-methylethyl)oxy]phenyl}-1,2,4-thiadiazol-3-yl)-2-ethylphenyl]acetaldehyde (D52) (100 mg), methyl 3-azetidinecarboxylate (57.4 mg) and acetic acid (1.428 μL) in dichloromethane (DCM) (8 mL) and N,N-dimethylformamide (DMF) (0.400 mL) stirred under nitrogen at room temperature for 20 min was added sodium triacetoxyborohydride (106 mg). The reaction mixture was stirred at room temperature for 5 h. The reaction mixture was concentrated, separated between water a... Starting materials: ClCC(=O)N[C@H]1CN2C(OC1)=NC(=C2)[N+](=O)[O-] ((S)-2-chloro-N-(2-nitro-6,7-dihydro-5H-imidazo[2,1-b][1,3]oxazin-6-yl)acetamide), FC(OC1=CC=C(OC2CCNCC2)C=C1)F (4-(4-(difluoromethoxy)phenoxy)piperidine). Product: FC(OC1=CC=C(OC2CCN(CC2)CC(=O)N[C@H]2CN3C(OC2)=NC(=C3)[N+](=O)[O-])C=C1)F ((S)-2-(4-(4-(difluoromethoxy)phenoxy)piperidin-1-yl)-N-(2-nitro-6,7-dihydro-5H-imidazo[2,1-b][1,3]oxazin-6-yl)acetamide). Isolated yield 35.1%. RXN SMILES: Cl[CH2:2][C:3]([NH:5][C@@H:6]1[CH2:11][O:10][C:9]2=[N:12][C:13]([N+:15]([O-:17])=[O:16])=[CH:14][N:8]2[CH2:7]1)=[O:4].[F:18][CH:19]([F:34])[O:20][C:21]1[CH:33]=[CH:32][C:24]([O:25][CH:26]2[CH2:31][CH2:30][NH:29][CH2:28][CH2:27]2)=[CH:23][CH:22]=1>>[F:34][CH:19]([F:18])[O:20][C:21]1[CH:33]=[CH:32][C:24]([O:25][CH:26]2[CH2:27][CH2:28][N:29]([CH2:2][C:3]([NH:5][C@@H:6]3[CH2:11][O:10][C:9]4=[N:12][C:13]([N+:15]([O-:17])=[O:16])=[CH:14][N:8]4[CH2:7]3)=[O:4])[CH2:30][CH2:31]2)=[CH:23][CH:22]=1. Procedure details: Similar to the manipulation of example 1, with (S)-2-chloro-N-(2-nitro-6,7-dihydro-5H-imidazo[2,1-b][1,3]oxazin-6-yl)acetamide (130 mg, 0.50 mmol) and 4-(4-(difluoromethoxy)phenoxy)piperidine (243 mg, 1.0 mmol) as crude materials, 82 mg title compound was generated and yield was 43%. Starting materials: CCCc1ccc(C=C(C#N)C(=O)OCC)cc1, CO, Cl, [Mg]. The product is CCCc1ccc(CCC#N)cc1. As a reaction SMILES: [C:1](#[N:2])[C:3]([C:4]([O:5][CH2:6][CH3:7])=[O:8])=[CH:9][c:10]1[cH:11][cH:12][c:13]([CH2:16][CH2:17][CH3:18])[cH:14][cH:15]1.[CH3:21][OH:22].[ClH:20].[Mg:19]>>[C:1](#[N:2])[CH2:3][CH2:9][c:10]1[cH:11][cH:12][c:13]([CH2:16][CH2:17][CH3:18])[cH:14][cH:15]1. Starting materials: O1C=CC=C1 (furan), FC(C(=O)OC(C(F)(F)F)=O)(F)F (trifluoroacetic anhydride), COC=1C=C(C=CC1)CC(=O)O (3-Methoxyphenylacetic acid). The solvent is C(Cl)Cl (CH2Cl2). Run at time 8 hour. Yields the product O1C(=CC=C1)C(CC1=CC(=CC=C1)OC)=O (1-(furan-2-yl)-2-(3-methoxyphenyl)ethan-1-one). Yield: 77.0%. As a reaction SMILES: [CH3:1][O:2][C:3]1[CH:4]=[C:5]([CH2:9][C:10]([OH:12])=O)[CH:6]=[CH:7][CH:8]=1.[O:13]1[CH:17]=[CH:16][CH:15]=[CH:14]1.FC(F)(F)C(OC(=O)C(F)(F)F)=O>C(Cl)Cl>[O:13]1[CH:17]=[CH:16][CH:15]=[C:14]1[C:10](=[O:12])[CH2:9][C:5]1[CH:6]=[CH:7][CH:8]=[C:3]([O:2][CH3:1])[CH:4]=1. Reported procedure: 3-Methoxyphenylacetic acid (20 g, 120.35 mmol) was dissolved in CH2Cl2 (200 mL), and furan (24.6 g, 361.39 mmol) and trifluoroacetic anhydride (37.8 g, 180 mmol) were added to the solution. The reaction was kept being stirred overnight at room temperature. The reaction was quenched with saturated NaHCO3 to pH=6.9, and the organic reagent in the mixture was evaporated. The residue was extracted with EtOAc, and the organic layer was washed with brine, dried over MgSO4, and evaporated. The resultin... The reactants are C(C)O (ethanol), C(C1=CC=CC=C1)OC1=C(C=CC(=C1)F)[N+](=O)[O-] (2-(benzyloxy)-4-fluoro-1-nitrobenzene), [Cl-].[NH4+] (ammonium chloride). Reagents/catalysts: [Fe] (iron). Solvent: O (water). Run at temperature 100 celsius, time 1 hour. Yields the product C(C1=CC=CC=C1)OC1=C(N)C=CC(=C1)F (2-(Benzyloxy)-4-fluoroaniline). As a reaction SMILES: C(O)C.[CH2:4]([O:11][C:12]1[CH:17]=[C:16]([F:18])[CH:15]=[CH:14][C:13]=1[N+:19]([O-])=O)[C:5]1[CH:10]=[CH:9][CH:8]=[CH:7][CH:6]=1.[Cl-].[NH4+]>[Fe].O>[CH2:4]([O:11][C:12]1[CH:17]=[C:16]([F:18])[CH:15]=[CH:14][C:13]=1[NH2:19])[C:5]1[CH:6]=[CH:7][CH:8]=[CH:9][CH:10]=1 |f:2.3|. Reported procedure: To an ethanol (25 mL)-water (25 mL) mixture containing 2-(benzyloxy)-4-fluoro-1-nitrobenzene obtained were added iron (2.79 g, 50.0 mmol) and ammonium chloride (535 mg, 10.0 mmol) at room temperature, and the mixture was stirred at 100° C. for 1 hr. After cooling to room temperature, the reaction mixture was filtered through Celite (registered trademark) and the filtrate was concentrated under reduced pressure. Saturated aqueous sodium hydrogen carbonate solution was added to the resulting resid...